From a dataset of the Open Reaction Database (ORD), a public repository of structured organic reaction records. describe an organic reaction: reactants, conditions, products, and yield Reactants: C1(=CC=CC=C1)C(=CC(=O)O)C1=CC=C(C=C1)[N+](=O)[O-] (3-phenyl-3-(4-nitrophenyl)propenoic acid), S(=O)(Cl)Cl (thionyl chloride). Run in C1=CC=CC=C1 (benzene). Product: C1(=CC=CC=C1)C(=CC(=O)Cl)C1=CC=C(C=C1)[N+](=O)[O-] (3-Phenyl-3-(4-nitrophenyl)propenoyl chloride). As a reaction SMILES: [C:1]1([C:7]([C:12]2[CH:17]=[CH:16][C:15]([N+:18]([O-:20])=[O:19])=[CH:14][CH:13]=2)=[CH:8][C:9](O)=[O:10])[CH:6]=[CH:5][CH:4]=[CH:3][CH:2]=1.S(Cl)([Cl:23])=O>C1C=CC=CC=1>[C:1]1([C:7]([C:12]2[CH:17]=[CH:16][C:15]([N+:18]([O-:20])=[O:19])=[CH:14][CH:13]=2)=[CH:8][C:9]([Cl:23])=[O:10])[CH:6]=[CH:5][CH:4]=[CH:3][CH:2]=1. Procedure: A mixture of 22 g. of 3-phenyl-3-(4-nitrophenyl)propenoic acid, 11.7 g. of thionyl chloride and 150 ml. of benzene was heated under reflux for 1 hour. The solvent was removed by evaporation in vacuo, and the residual solid was recrystallized from carbon tetrachloride. This afforded 20 g. of the title compound, m.p. 117°-120° C.